Dataset: the Open Reaction Database (ORD), a public repository of structured organic reaction records. Task: describe an organic reaction: reactants, conditions, products, and yield The reactants are ClC1=C(C(=O)C2=C(SC(=C2)CC)N2C(=NN=C2C2CCCCC2)CNC(=O)C=2N(C3=CC=CC=C3C2)CC(=O)OCC)C=CC=C1 (Ethyl 2-(4-(3-(2-chlorobenzoyl)-5-ethylthiophen-2-yl)-5-cyclohexyl[1,2,4]triazol-3-ylmethylcarbamoyl)indole-1-acetate), [OH-].[Na+] (sodium hydroxide). Run in C(C)O (ethanol), C(C)O (ethanol). Conditions: temperature 50 celsius, time 30 minute. Product: ClC1=C(C(=O)C2=C(SC(=C2)CC)N2C(=NN=C2C2CCCCC2)CNC(=O)C=2N(C3=CC=CC=C3C2)CC(=O)O)C=CC=C1 (2-(4-(3-(2-chlorobenzoyl)-5-ethylthiophen-2-yl)-5-cyclohexyl[1,2,4]triazol-3-ylmethylcarbamoyl)indole-1-acetic acid). The yield is 47.0%. Reaction SMILES: [Cl:1][C:2]1[CH:46]=[CH:45][CH:44]=[CH:43][C:3]=1[C:4]([C:6]1[CH:10]=[C:9]([CH2:11][CH3:12])[S:8][C:7]=1[N:13]1[C:17]([CH:18]2[CH2:23][CH2:22][CH2:21][CH2:20][CH2:19]2)=[N:16][N:15]=[C:14]1[CH2:24][NH:25][C:26]([C:28]1[N:29]([CH2:37][C:38]([O:40]CC)=[O:39])[C:30]2[C:35]([CH:36]=1)=[CH:34][CH:33]=[CH:32][CH:31]=2)=[O:27])=[O:5].[OH-].[Na+]>C(O)C>[Cl:1][C:2]1[CH:46]=[CH:45][CH:44]=[CH:43][C:3]=1[C:4]([C:6]1[CH:10]=[C:9]([CH2:11][CH3:12])[S:8][C:7]=1[N:13]1[C:17]([CH:18]2[CH2:19][CH2:20][CH2:21][CH2:22][CH2:23]2)=[N:16][N:15]=[C:14]1[CH2:24][NH:25][C:26]([C:28]1[N:29]([CH2:37][C:38]([OH:40])=[O:39])[C:30]2[C:35]([CH:36]=1)=[CH:34][CH:33]=[CH:32][CH:31]=2)=[O:27])=[O:5] |f:1.2|. Procedure: Ethyl 2-(4-(3-(2-chlorobenzoyl)-5-ethylthiophen-2-yl)-5-cyclohexyl[1,2,4]triazol-3-ylmethylcarbamoyl)indole-1-acetate (0.8 g) and a solution of sodium hydroxide (0.08 g) in ethanol was added to ethanol (10 ml), and the mixture was stirred at 50° C. for 30 minutes. The solvent was evaporated, and the residue was dissolved in water. Toluene was added to the solution for washing. The aqueous layer was taken out, and 2M hydrochloric acid was added to adjust the solution to pH 2. The solution was ext...